This data is from the Open Reaction Database (ORD), a public repository of structured organic reaction records. The task is: describe an organic reaction: reactants, conditions, products, and yield The reactants are CCCCOC(C)Oc1ccc(-c2ccc3c(c2)C=C(C(=O)OC)CCN3Cc2ccco2)cc1, CO, Cl, [Na+], C1CCOC1, [OH-], O. The product is CCCCOC(C)Oc1ccc(-c2ccc3c(c2)C=C(C(=O)O)CCN3Cc2ccco2)cc1. RXN SMILES: [CH2:1]([CH2:2][CH2:3][CH3:4])[O:5][CH:6]([CH3:7])[O:8][c:9]1[cH:10][cH:11][c:12](-[c:15]2[cH:16][cH:17][c:18]3[c:19]([cH:35]2)[CH:20]=[C:21]([C:31](=[O:32])[O:33][CH3:34])[CH2:22][CH2:23][N:24]3[CH2:25][c:26]2[o:27][cH:28][cH:29][cH:30]2)[cH:13][cH:14]1.[CH3:45][OH:46].[ClH:39].[Na+:37].[O:40]1[CH2:41][CH2:42][CH2:43][CH2:44]1.[OH-:36].[OH2:38]>>[CH2:1]([CH2:2][CH2:3][CH3:4])[O:5][CH:6]([CH3:7])[O:8][c:9]1[cH:10][cH:11][c:12](-[c:15]2[cH:16][cH:17][c:18]3[c:19]([cH:35]2)[CH:20]=[C:21]([C:31](=[O:32])[OH:33])[CH2:22][CH2:23][N:24]3[CH2:25][c:26]2[o:27][cH:28][cH:29][cH:30]2)[cH:13][cH:14]1. Starting materials: C(CCCCCCCCCCC)C1=CC=C(N)C=C1 (p-dodecylaniline), Cl (hydrochloric acid). Run in O (water). The product is Cl.C(CCCCCCCCCCC)C1=CC=C(N)C=C1 (p-dodecylaniline hydrochloride). RXN SMILES: [CH2:1]([C:13]1[CH:19]=[CH:18][C:16]([NH2:17])=[CH:15][CH:14]=1)[CH2:2][CH2:3][CH2:4][CH2:5][CH2:6][CH2:7][CH2:8][CH2:9][CH2:10][CH2:11][CH3:12].[ClH:20]>O>[ClH:20].[CH2:1]([C:13]1[CH:14]=[CH:15][C:16]([NH2:17])=[CH:18][CH:19]=1)[CH2:2][CH2:3][CH2:4][CH2:5][CH2:6][CH2:7][CH2:8][CH2:9][CH2:10][CH2:11][CH3:12] |f:3.4|. Procedure details: 100 parts of p-dodecylaniline were added to 500 parts of water. 100 parts of concentrated hydrochloric acid were added to the solution to give p-dodecylaniline hydrochloride solution. The solution was slowly added to a solution of 50 parts of C. I. Solubilized Sulphur Black 1 in 500 parts of boiling water under stirring. A crystallization began immediately. After the completion of the addition of the p-dodecylaniline hydrochloride solution, a spot test was conducted. No coloration was observed i... Reactants: C1COCCO1, CCN(C(C)C)C(C)C, ClC(Cl)Cl, Fc1cccc(Cl)c1-c1nc(Cl)nc(NN=Cc2ccc(OC(F)(F)F)cc2)n1, NCc1ccc(Cl)nc1. Yields the product Fc1cccc(Cl)c1-c1nc(NCc2ccc(Cl)nc2)nc(NN=Cc2ccc(OC(F)(F)F)cc2)n1. Reaction SMILES: [CH2:48]1[O:49][CH2:50][CH2:51][O:52][CH2:53]1.[CH:30]([N:31]([CH2:32][CH3:33])[CH:34]([CH3:35])[CH3:36])([CH3:37])[CH3:38].[CH:54]([Cl:55])([Cl:56])[Cl:57].[Cl:1][c:2]1[n:3][c:4]([NH:16][N:17]=[CH:18][c:19]2[cH:20][cH:21][c:22]([O:25][C:26]([F:27])([F:28])[F:29])[cH:23][cH:24]2)[n:5][c:6](-[c:8]2[c:9]([Cl:15])[cH:10][cH:11][cH:12][c:13]2[F:14])[n:7]1.[NH2:39][CH2:40][c:41]1[cH:42][cH:43][c:44]([Cl:47])[n:45][cH:46]1>>[c:2]1([NH:39][CH2:40][c:41]2[cH:42][cH:43][c:44]([Cl:47])[n:45][cH:46]2)[n:3][c:4]([NH:16][N:17]=[CH:18][c:19]2[cH:20][cH:21][c:22]([O:25][C:26]([F:27])([F:28])[F:29])[cH:23][cH:24]2)[n:5][c:6](-[c:8]2[c:9]([Cl:15])[cH:10][cH:11][cH:12][c:13]2[F:14])[n:7]1. Starting materials: Cl.Cl.NC1=NC=C(C=C1)N (2,5-diaminopyridine dihydrochloride), [H][H] (hydrogen). The reagents and catalysts are [Pt]=O (platinum oxide). Run in C(C)O (ethanol), Cl (HCl). Product: Cl.NC1CCC(NC1)=N (5-amino-2-iminopiperidine hydrochloride). Reaction SMILES: [ClH:1].Cl.[NH2:3][C:4]1[CH:9]=[CH:8][C:7]([NH2:10])=[CH:6][N:5]=1.[H][H]>C(O)C.Cl.[Pt]=O>[ClH:1].[NH2:10][CH:7]1[CH2:6][NH:5][C:4](=[NH:3])[CH2:9][CH2:8]1 |f:0.1.2,7.8|. Reported procedure: 2,5-diaminopyridine dihydrochloride (1.2 g) and platinum oxide (500 mg) in ethanol (20 mL) and conc HCl (2 mL) were shaken on a Parr hydrogenation apparatus at 55 psi of hydrogen overnight. Product was obtained as a dark solid which was purified by C-18-reverse phase chromatography, eluting with H2O/CH3CN. Fractions containing the product were lyophilized, redissolved in 1N HCl and lyophilized to give the product as a yellow solid. The analysis of the product was found to be consistent with the ... Run in C(C)O (ethanol). Product: NC=1C=C(C=C(C1)Br)O (3-amino-5-bromo-phenol). Procedure: To a solution of 3-bromo-5-nitro-phenol (16.9 g, 77.52 mmol, commercially available [CAS 116632-23-6 {Specs}]) in ethanol (300 ml) and water (100 ml) was added solid ammonium chloride (16.59 g, 310 mmol) and then powdered electrolytic iron (34.4 g, 698 mmol). The material was heated from ambient to reflux temperature (oil bath). The material was refluxed for 3 hours and then filtered, hot, through a plug of celite, washing well with several volumes of hot EtOAc. The solvent was stripped and the ... Reagents/catalysts: [Fe] (iron). The reactants are BrC=1C=C(C=C(C1)[N+](=O)[O-])O (3-bromo-5-nitro-phenol), O (water), [Cl-].[NH4+] (ammonium chloride). Reaction SMILES: [Br:1][C:2]1[CH:3]=[C:4]([OH:11])[CH:5]=[C:6]([N+:8]([O-])=O)[CH:7]=1.O.[Cl-].[NH4+]>C(O)C.[Fe]>[NH2:8][C:6]1[CH:5]=[C:4]([OH:11])[CH:3]=[C:2]([Br:1])[CH:7]=1 |f:2.3|. Starting materials: ClC1=NC=2N3C(CN(C2C=N1)CC1=CC=C(C=C1)S(=O)(=O)C)COCC3 (2-chloro-5-(4-(methylsulfonyl)benzyl)-5,6,6a,7,9,10-hexahydro-[1,4]oxazino[3,4-h]pteridine), CC1(OB(OC1(C)C)C=1C=C2C(=NC1)C=CN2)C (6-(4,4,5,5-tetramethyl-1,3,2-dioxaborolan-2-yl)-1H-pyrrolo[3,2-b]pyridine). The reagents and catalysts are C1=CC=C(C=C1)P([C-]2C=CC=C2)C3=CC=CC=C3.C1=CC=C(C=C1)P([C-]2C=CC=C2)C3=CC=CC=C3.Cl[Pd]Cl.[Fe+2] (PdCl2(dppf)). Solvent: O1CCOCC1 (dioxane), C(=O)(O)[O-].[Na+] (NaHCO3). Yields the product CS(=O)(=O)C1=CC=C(CN2C=3C=NC(=NC3N3C(C2)COCC3)C=3C=C2C(=NC3)C=CN2)C=C1 (5-(4-(methylsulfonyl)benzyl)-2-(1H-pyrrolo[3,2-b]pyridin-6-yl)-5,6,6a,7,9,10-hexahydro-[1,4]oxazino[3,4-h]pteridine). Reaction SMILES: Cl[C:2]1[N:11]=[CH:10][C:9]2[N:8]([CH2:12][C:13]3[CH:18]=[CH:17][C:16]([S:19]([CH3:22])(=[O:21])=[O:20])=[CH:15][CH:14]=3)[CH2:7][CH:6]3[CH2:23][O:24][CH2:25][CH2:26][N:5]3[C:4]=2[N:3]=1.CC1(C)C(C)(C)OB([C:35]2[CH:36]=[C:37]3[NH:43][CH:42]=[CH:41][C:38]3=[N:39][CH:40]=2)O1>O1CCOCC1.C([O-])(O)=O.[Na+].C1C=CC(P(C2C=CC=CC=2)[C-]2C=CC=C2)=CC=1.C1C=CC(P(C2C=CC=CC=2)[C-]2C=CC=C2)=CC=1.Cl[Pd]Cl.[Fe+2]>[CH3:22][S:19]([C:16]1[CH:17]=[CH:18][C:13]([CH2:12][N:8]2[CH2:7][CH:6]3[CH2:23][O:24][CH2:25][CH2:26][N:5]3[C:4]3[N:3]=[C:2]([C:35]4[CH:36]=[C:37]5[NH:43][CH:42]=[CH:41][C:38]5=[N:39][CH:40]=4)[N:11]=[CH:10][C:9]2=3)=[CH:14][CH:15]=1)(=[O:21])=[O:20] |f:3.4,5.6.7.8|. Reported procedure: The title compound was prepared in a manner similar to EXAMPLE 3 using 2-chloro-5-(4-(methylsulfonyl)benzyl)-5,6,6a,7,9,10-hexahydro-[1,4]oxazino[3,4-h]pteridine (PREPARATION x9, 50 mg, 0.127 mmol), 6-(4,4,5,5-tetramethyl-1,3,2-dioxaborolan-2-yl)-1H-pyrrolo[3,2-b]pyridine (61.8 mg, 0.253 mmol) and PdCl2(dppf) (4.63 mg, 6.33 μmol) in dioxane (2 mL) and aqueous saturated NaHCO3 (0.4 mL). 1H NMR (400 MHz, DMSO-d6) δ 3.03-3.18 (m, 1H), 3.18-3.30 (m, 5H), 3.73-3.87 (m, 2H), 3.92-4.19 (m, 3H), 4.59-4.... The reactants are CNC(=O)OC1CC2=CC=C3C4CCC(C(C)C5OCC(C)(C)CO5)C4(C)CCC3C2(C)C(OC(=O)Nc2ccccc2)C1, CCO. Yields the product CNC(=O)OC1CC2=CC=C3C4CCC(C(C)C=O)C4(C)CCC3C2(C)C(OC(=O)Nc2ccccc2)C1. As a reaction SMILES: [CH3:1][C:2]1([CH3:3])[CH2:6][O:7][CH:5]([CH:8]([CH3:9])[CH:10]2[CH2:11][CH2:12][CH:13]3[C:14]4=[CH:15][CH:16]=[C:17]5[CH2:18][CH:19]([O:39][C:40]([NH:41][CH3:42])=[O:43])[CH2:20][CH:21]([O:29][C:30]([NH:31][c:32]6[cH:33][cH:34][cH:35][cH:36][cH:37]6)=[O:38])[C:22]5([CH3:23])[CH:24]4[CH2:25][CH2:26][C:27]23[CH3:28])[O:4][CH2:44]1.[CH3:45][CH2:46][OH:47]>>[O:4]=[CH:5][CH:8]([CH3:9])[CH:10]1[CH2:11][CH2:12][CH:13]2[C:14]3=[CH:15][CH:16]=[C:17]4[CH2:18][CH:19]([O:39][C:40]([NH:41][CH3:42])=[O:43])[CH2:20][CH:21]([O:29][C:30]([NH:31][c:32]5[cH:33][cH:34][cH:35][cH:36][cH:37]5)=[O:38])[C:22]4([CH3:23])[CH:24]3[CH2:25][CH2:26][C:27]12[CH3:28]. The reactants are C[SiH](C)OC(c1cn(-c2ccc(N3CC(CN=[N+]=[N-])OC3=O)cc2F)cn1)C(C)(C)C, Cc1cn(-c2ccc(N3CC(CN)OC3=O)cc2F)nn1. Product: C[SiH](C)OC(c1cn(-c2ccc(N3CC(CN)OC3=O)cc2F)cn1)C(C)(C)C. As a reaction SMILES: [C:1]([CH3:2])([CH3:3])([CH3:4])[CH:5]([c:6]1[n:7][cH:8][n:9](-[c:11]2[c:12]([F:27])[cH:13][c:14]([N:17]3[C:18](=[O:26])[O:19][CH:20]([CH2:22][N:23]=[N+:24]=[N-:25])[CH2:21]3)[cH:15][cH:16]2)[cH:10]1)[O:28][SiH:29]([CH3:30])[CH3:31].[NH2:32][CH2:33][CH:34]1[O:35][C:36](=[O:37])[N:38]([c:39]2[cH:40][cH:41][c:42](-[n:43]3[cH:44][c:45]([CH3:46])[n:47][n:48]3)[c:49]([F:50])[cH:51]2)[CH2:52]1>>[C:1]([CH3:2])([CH3:3])([CH3:4])[CH:5]([c:6]1[n:7][cH:8][n:9](-[c:11]2[c:12]([F:27])[cH:13][c:14]([N:17]3[C:18](=[O:26])[O:19][CH:20]([CH2:22][NH2:23])[CH2:21]3)[cH:15][cH:16]2)[cH:10]1)[O:28][SiH:29]([CH3:30])[CH3:31].